Dataset: the Open Reaction Database (ORD), a public repository of structured organic reaction records. Task: describe an organic reaction: reactants, conditions, products, and yield Reactants: OC1CN(C1)C(=O)OC(C)(C)C (tert-butyl 3-hydroxyazetidine-1-carboxylate), ClC=1C(=NC(=C(N1)Cl)CC)C(=O)N (3,5-dichloro-6-ethylpyrazine-2-carboxamide), ice water, CC(C)([O-])C.[K+] (potassium tert-butoxide). The solvent is CN(C=O)C (N,N-dimethylformamide). Run at time 1 hour. Product: C(C)(C)OC(C)C (diisopropyl ether), C(N)(=O)C=1N=C(C(=NC1Cl)OC1CN(C1)C(=O)OC(C)(C)C)CC (tert-butyl 3-[(5-carbamoyl-6-chloro-3-ethylpyrazin-2-yl)oxy]azetidine-1-carboxylate). Yield: 73.5%. RXN SMILES: [OH:1][CH:2]1[CH2:5][N:4]([C:6]([O:8][C:9]([CH3:12])([CH3:11])[CH3:10])=[O:7])[CH2:3]1.C[C:14]([CH3:17])([O-:16])[CH3:15].[K+].[Cl:19][C:20]1[C:21]([C:29]([NH2:31])=[O:30])=[N:22][C:23]([CH2:27][CH3:28])=[C:24](Cl)[N:25]=1>CN(C)C=O>[CH:14]([O:16][CH:2]([CH3:5])[CH3:3])([CH3:17])[CH3:15].[C:29]([C:21]1[N:22]=[C:23]([CH2:27][CH3:28])[C:24]([O:1][CH:2]2[CH2:3][N:4]([C:6]([O:8][C:9]([CH3:12])([CH3:11])[CH3:10])=[O:7])[CH2:5]2)=[N:25][C:20]=1[Cl:19])(=[O:30])[NH2:31] |f:1.2|. Procedure: To a mixture of tert-butyl 3-hydroxyazetidine-1-carboxylate (420 mg) and N,N-dimethylformamide (12.5 mL) was added potassium tert-butoxide (260 mg) under ice-cooling, followed by stirring for 1 hour, and then 3,5-dichloro-6-ethylpyrazine-2-carboxamide (500 mg) was added thereto, followed by stirring for 1 hour. The reaction mixture was poured into ice water, followed by extraction with ethyl acetate. The organic phase was washed with saturated brine and then dried over anhydrous magnesium sulfat... The reactants are [I-].[Na+] (sodium iodide), [OH-].[Na+] (sodium hydroxide), C1=CC(=C(C=C1C=2C=CC(=CC2F)F)C(=O)O)O (diflunisal), solution, Cl[O-].[Na+] (sodium hypochlorite), aqueous solution, S(=S)(=O)([O-])[O-].[Na+].[Na+] (sodium thiosulphate), solution, Cl (HCl). Solvent: CO (methanol). The product is FC1=C(C=CC(=C1)F)C1=CC(=C(C(C(=O)O)=C1)O)I (5-(2,4-difluorophenyl)-3-iodo-salicylic acid). As a reaction SMILES: [I-:1].[Na+].[OH-].[Na+].[CH:5]1[C:10]([C:11]2[CH:12]=[CH:13][C:14]([F:18])=[CH:15][C:16]=2[F:17])=[CH:9][C:8]([C:19]([OH:21])=[O:20])=[C:7]([OH:22])[CH:6]=1.Cl[O-].[Na+].S([O-])([O-])(=O)=S.[Na+].[Na+].Cl>CO>[F:17][C:16]1[CH:15]=[C:14]([F:18])[CH:13]=[CH:12][C:11]=1[C:10]1[CH:9]=[C:8]([C:19]([OH:21])=[O:20])[C:7]([OH:22])=[C:6]([I:1])[CH:5]=1 |f:0.1,2.3,5.6,7.8.9|. Reported procedure: An equivalent of sodium iodide (165 mg, 1.1 mmol) and an equivalent of sodium hydroxide (32 mg) were added to a solution of 200 mg (0.80 mmol) of diflunisal in 5 ml of methanol. A 4% solution of sodium hypochlorite was dropwise added to the previous solution over a period of 75 min, keeping the temperature at 0-3° C. After every addition, a reddish colour was observed which quickly disappeared. It was stirred at this temperature for another hour and treated with a 20% aqueous solution of sodium ... Reactants: C(C)(=O)C1=CC=CC=C1 (acetophenone), C(C)(=O)C1=CC=CC=C1 (acetophenone), C(C)(=O)C1=CC=CC=C1 (Acetophenone), Grignard reagent, C(=C)C=1C=C(C=CC1)[Mg]Br (3-vinylphenylmagnesium bromide), C(=C)C=1C=C(C=CC1)[Mg]Br (3-vinylphenylmagnesium bromide). The product is C(=C)C=1C=C(C=CC1)C(C)(C1=CC=CC=C1)O (1-(3-vinylphenyl)-1-phenylethyl alcohol). As a reaction SMILES: [C:1]([C:4]1[CH:9]=[CH:8][CH:7]=[CH:6][CH:5]=1)(=[O:3])[CH3:2].[CH:10]([C:12]1[CH:13]=[C:14]([Mg]Br)[CH:15]=[CH:16][CH:17]=1)=[CH2:11]>>[CH:10]([C:12]1[CH:13]=[C:14]([C:1]([OH:3])([C:4]2[CH:9]=[CH:8][CH:7]=[CH:6][CH:5]=2)[CH3:2])[CH:15]=[CH:16][CH:17]=1)=[CH2:11]. Procedure details: A method to use acetophenone (formula VIII) as a starting material is described. Acetophenone is reacted with a Grignard reagent of 3-vinylphenylmagnesium bromide (formula VII) to obtain 1-(3-vinylphenyl)-1-phenylethyl alcohol (formula V) (hereinafter referred to as "VPA"). The reaction product is then dehydrated in the presence of potassium hydrogensulfate to form 1-(3-vinylphenyl)-1-phenylethylene (formula I). This Grignard addition reaction is carried out at a temperature in the range of 0° t... Reactants: [Al+3], [H-], [H-], [H-], [H-], [Li+], C1CCOC1, COc1ccc(COCC(Cn2ccnc2)OCCCCCC(N)=O)cc1. Yields the product COc1ccc(COCC(Cn2ccnc2)OCCCCCCN)cc1. RXN SMILES: [Al+3:29].[H-:28].[H-:31].[H-:32].[H-:33].[Li+:30].[O:34]1[CH2:35][CH2:36][CH2:37][CH2:38]1.[n:1]1([CH2:6][CH:7]([O:8][CH2:9][CH2:10][CH2:11][CH2:12][CH2:13][C:14](=[O:15])[NH2:16])[CH2:17][O:18][CH2:19][c:20]2[cH:21][cH:22][c:23]([O:26][CH3:27])[cH:24][cH:25]2)[cH:2][n:3][cH:4][cH:5]1>>[n:1]1([CH2:6][CH:7]([O:8][CH2:9][CH2:10][CH2:11][CH2:12][CH2:13][CH2:14][NH2:16])[CH2:17][O:18][CH2:19][c:20]2[cH:21][cH:22][c:23]([O:26][CH3:27])[cH:24][cH:25]2)[cH:2][n:3][cH:4][cH:5]1. Reactants: N1=CNC2=NC=CC=C21 (3H-imidazo[4,5-b]pyridine), [H-].[Na+] (sodium hydride), ClCC1=CC2=C(N=C(S2)SC)C=C1 (6-(chloromethyl)-2-(methylthio)benzo[d]thiazole). Solvent: CN(C)C=O (DMF), CN(C)C=O (DMF). Run at time 20 minute. The product is N1=CN(C2=NC=CC=C21)CC2=CC1=C(N=C(S1)SC)C=C2 (6-((3H-imidazo[4,5-b]pyridin-3-yl)methyl)-2-(methylthio)benzo[d]thiazole). Yield: 38.0%. RXN SMILES: [N:1]1[C:9]2[C:4](=[N:5][CH:6]=[CH:7][CH:8]=2)[NH:3][CH:2]=1.[H-].[Na+].Cl[CH2:13][C:14]1[CH:24]=[CH:23][C:17]2[N:18]=[C:19]([S:21][CH3:22])[S:20][C:16]=2[CH:15]=1>CN(C=O)C>[N:1]1[C:9]2[C:4](=[N:5][CH:6]=[CH:7][CH:8]=2)[N:3]([CH2:13][C:14]2[CH:24]=[CH:23][C:17]3[N:18]=[C:19]([S:21][CH3:22])[S:20][C:16]=3[CH:15]=2)[CH:2]=1 |f:1.2|. Reported procedure: To a solution of 3H-imidazo[4,5-b]pyridine (2.99 g, 25 mmol) in DMF (100 mL) was added sodium hydride (60% in mineral oil, 1.0 g, 25 mmol) slowly at 0° C. After the reaction mixture was stirred at rt for 20 min, it was treated with a solution of 6-(chloromethyl)-2-(methylthio)benzo[d]thiazole from Step 3 of this Example (4.8 g, 21 mmol) in DMF (20 mL) at 0° C. The reaction mixture was then stirred at rt overnight. The mixture was quenched with 3 mL of saturated aq NH4Cl and concentrated under re... Starting materials: O (water), [OH-].[K+] (potassium hydroxide), C(C#C)O (propargyl alcohol), ClC1=CC=C(C=O)C=C1 (4-chloro-benzaldehyde), C(Cl)(Cl)Cl (chloroform), C(C#C)O (propargyl alcohol). Reaction conditions: temperature 50 celsius, time 3 hour. Yields the product ClC1=CC=C(C=C1)C(C(=O)O)OCC#C ((4-Chloro-phenyl)-prop-2-ynyloxy-acetic acid). RXN SMILES: [OH-:1].[K+].[Cl:3][C:4]1[CH:11]=[CH:10][C:7]([CH:8]=[O:9])=[CH:6][CH:5]=1.[CH:12](Cl)(Cl)Cl.[OH2:16].[CH2:17](O)[C:18]#[CH:19]>>[Cl:3][C:4]1[CH:11]=[CH:10][C:7]([CH:8]([O:9][CH2:17][C:18]#[CH:19])[C:12]([OH:16])=[O:1])=[CH:6][CH:5]=1 |f:0.1|. Procedure: A mixture of potassium hydroxide (23.4 g, assay 90%) in propargyl alcohol (70 ml) is added to 4-chloro-benzaldehyde (7.2 g) and chloroform (13.4 g) in propargyl alcohol (10 ml) over 5 hours at 50° C. The reaction mixture is stirred at 50° C. for additional 3 hours. After cooling to room temperature water (150 ml) is added. The resulting mixture is extracted with tert butyl methyl ether (150 ml). The organic phase is again extracted with 4M potassium hydroxide (50 ml). The aqueous alkaline extrac...